From a dataset of the Open Reaction Database (ORD), a public repository of structured organic reaction records. describe an organic reaction: reactants, conditions, products, and yield Product: CC1=C(C(=CC=C1)C)N1C=C(CCC1=O)C(=O)O (1-(2,6-dimethylphenyl)-6-oxo-1,4,5,6-tetrahydro-3-pyridinecarboxylic acid). Solvent: C(C)O (ethanol). The reactants are CC1=C(C(=CC=C1)C)N1C=C(CCC1=O)C(=O)OCC1=CC=CC=C1 (benzyl 1-(2,6-dimethylphenyl)-6-oxo-1,4,5,6-tetrahydro-3-pyridinecarboxylate). Reaction SMILES: [CH3:1][C:2]1[CH:7]=[CH:6][CH:5]=[C:4]([CH3:8])[C:3]=1[N:9]1[C:14](=[O:15])[CH2:13][CH2:12][C:11]([C:16]([O:18]CC2C=CC=CC=2)=[O:17])=[CH:10]1>C(O)C.[Pd]>[CH3:8][C:4]1[CH:5]=[CH:6][CH:7]=[C:2]([CH3:1])[C:3]=1[N:9]1[C:14](=[O:15])[CH2:13][CH2:12][C:11]([C:16]([OH:18])=[O:17])=[CH:10]1. Reported procedure: To a solution of the compound prepared in Example 46 (4.77 g) in ethanol (140 mL) was added 5% palladium/carbon (0.5 g) and the mixture was stirred at room temperature for 2 hours under an atmosphere of hydrogen. The reaction mixture was filtrated with Celite (proprietary name) and the filtrate was concentrated to give the compound of the present invention (2.93 g) having the following physical data. The reagents and catalysts are [Pd] (palladium/carbon). Conditions: time 2 hour. Reactants: CS(=O)(=O)Cl (Methanesulfonyl chloride), OC(CCCO)C1=CC2=CC=CC=C2C=C1 (rac-delta-hydroxy-2-naphthalenebutanol), O (water). The product is S(=O)(=O)(C)OCCCC(O)C1=CC2=CC=CC=C2C=C1 (rac-alpha-(3-mesyloxypropyl)-2-naphthalenemethanol). Reaction SMILES: [CH3:1][S:2](Cl)(=[O:4])=[O:3].[OH:6][CH:7]([C:12]1[CH:21]=[CH:20][C:19]2[C:14](=[CH:15][CH:16]=[CH:17][CH:18]=2)[CH:13]=1)[CH2:8][CH2:9][CH2:10][OH:11].O>N1C=CC=CC=1>[S:2]([O:11][CH2:10][CH2:9][CH2:8][CH:7]([C:12]1[CH:21]=[CH:20][C:19]2[C:14](=[CH:15][CH:16]=[CH:17][CH:18]=2)[CH:13]=1)[OH:6])([CH3:1])(=[O:4])=[O:3]. Solvent: N1=CC=CC=C1 (pyridine). Procedure: Methanesulfonyl chloride (0.77 g was added slowly with stirring to a cooled (-40° C.) solution of rac-delta-hydroxy-2-naphthalenebutanol (1.45 g) in dry pyridine (6 mL). The mixture was stirred at -40° C. for 5 hours, then was poured into water (20 mL) and extracted with ethyl acetate (3×10 mL). The combined organic layers were washed in turn with water (2×10 mL), saturated magnesium sulfate solution (3×15 mL) and brine, then were dried (MgSO4) and evaporated. The resulting oil was purified by H... The reactants are O (water), BrC=1C(=C2CC[C@@H](N(C2=CC1)C(=O)OC)C)O ((S)-methyl 6-bromo-5-hydroxy-2-methyl-3,4-dihydroquinoline-1(2H)-carboxylate), ClC=1C=CC(=C(C#N)C1)F (5-chloro-2-fluorobenzonitrile), C([O-])([O-])=O.[Cs+].[Cs+] (cesium carbonate). Run in CN(C)C=O (DMF). Reaction conditions: temperature 100 celsius. Product: BrC=1C(=C2CC[C@@H](N(C2=CC1)C(=O)OC)C)OC1=C(C=C(C=C1)Cl)C#N ((S)-methyl 6-bromo-5-(4-chloro-2-cyanophenoxy)-2-methyl-3,4-dihydroquinoline-1(2H)-carboxylate). Yield: 93.5%. As a reaction SMILES: [Br:1][C:2]1[C:3]([OH:17])=[C:4]2[C:9](=[CH:10][CH:11]=1)[N:8]([C:12]([O:14][CH3:15])=[O:13])[C@@H:7]([CH3:16])[CH2:6][CH2:5]2.[Cl:18][C:19]1[CH:20]=[CH:21][C:22](F)=[C:23]([CH:26]=1)[C:24]#[N:25].C(=O)([O-])[O-].[Cs+].[Cs+].O>CN(C=O)C>[Br:1][C:2]1[C:3]([O:17][C:22]2[CH:21]=[CH:20][C:19]([Cl:18])=[CH:26][C:23]=2[C:24]#[N:25])=[C:4]2[C:9](=[CH:10][CH:11]=1)[N:8]([C:12]([O:14][CH3:15])=[O:13])[C@@H:7]([CH3:16])[CH2:6][CH2:5]2 |f:2.3.4|. Reported procedure: A mixture of (S)-methyl 6-bromo-5-hydroxy-2-methyl-3,4-dihydroquinoline-1(2H)-carboxylate (0.050 g, 0.167 mmol), 5-chloro-2-fluorobenzonitrile (0.065 g, 0.416 mmol), and cesium carbonate (0.136 g, 0.416 mmol) in DMF (2.0 mL) was heated at 100° C. for 16 h. The reaction mixture was cooled to room temperature and water was added. The mixture was partitioned between ethyl acetate and water. The aqueous phase was separated and extracted with ethyl acetate. The combined organic phases were washed wit... Yields the product C(C)(=O)O.C(C)(=O)O.NC1=C(C=NC2=CC(=CC=C12)F)NC(C(Cl)(Cl)Cl)=N (4-Amino-7-fluoro-3-(trichloroacetimidoylamino)quinoline diacetate). Solvent: C(C)(=O)O (acetic acid). Yield: 87.0%. Run at time 2 hour. Reactants: C(C)O (ethanol), NC=1C=NC2=CC(=CC=C2C1N)F (3,4-diamino-7-fluoro-quinoline), ClC(C(OC)=N)(Cl)Cl (methyl trichloroacetimidate). As a reaction SMILES: [NH2:1][C:2]1[CH:3]=[N:4][C:5]2[C:10]([C:11]=1[NH2:12])=[CH:9][CH:8]=[C:7]([F:13])[CH:6]=2.[Cl:14][C:15]([Cl:21])([Cl:20])[C:16](=[NH:19])[O:17]C.[CH2:22]([OH:24])[CH3:23]>C(O)(=O)C>[C:16]([OH:17])(=[O:24])[CH3:15].[C:22]([OH:17])(=[O:24])[CH3:23].[NH2:12][C:11]1[C:10]2[C:5](=[CH:6][C:7]([F:13])=[CH:8][CH:9]=2)[N:4]=[CH:3][C:2]=1[NH:1][C:16](=[NH:19])[C:15]([Cl:21])([Cl:20])[Cl:14] |f:4.5.6|. Procedure: To a solution of 1.77 g of 3,4-diamino-7-fluoro-quinoline (V-4) in 20 ml of acetic acid was added 1.94 g of methyl trichloroacetimidate and the mixture was stirred for two hours at room temperature. After concentration under reduced pressure, 10 ml of ethyl acetate was added to the residue, and the mixture was allowed to stand overnight. The crystals precipitated were collected by filtration and washed with ethyl acetate and then a small quantity of ethanol to give 3.75 g (yield: 87%) of the tit...